describe an organic reaction: reactants, conditions, products, and yield From a dataset of the Open Reaction Database (ORD), a public repository of structured organic reaction records. The reactants are C(=O)([O-])[O-].[Cs+].[Cs+] (Cs2CO3), C(C)(C)NC=1SC=C(N1)C1=NC2=CC(=CC=C2C(=C1)O)OC (2-(Isopropylamino-thiazol-4-yl)-7-methoxy-quinolin-4-ol), C(C)OC(=O)C12NC(C3CC(CC3C(N(CCCCC=CC2C1)C)=O)OS(=O)(=O)C1=CC=C(C=C1)Br)=O (17-(4-Bromo-benzensulphonyloxy)-13-methyl-2,14-dioxo-3,13-diaza-tricyclo[13.3.0.0*4,6*]octadec-7-ene-4-carboxylic acid ethyl ester). The solvent is C(Cl)(Cl)Cl (chloroform), CN1CCCC1=O (NMP). Run at temperature 60 celsius, time 1.5 hour. Yields the product C(C)OC(=O)C12NC(C3CC(CC3C(N(CCCCC=CC2C1)C)=O)OC1=CC(=NC2=CC(=CC=C12)OC)C=1N=C(SC1)NC(C)C)=O (17-[2-(2-Isopropylamino-thiazol-4-yl)-7-methoxy-quinolin-4-yloxy]-13-methyl-2,14-dioxo-3,13-diaza-tricyclo[13.3.0.0*4,6*]octadec-7-ene-4-carboxylic acid ethyl ester). Yield: 12.9%. Reaction SMILES: [CH:1]([NH:4][C:5]1[S:6][CH:7]=[C:8]([C:10]2[CH:19]=[C:18]([OH:20])[C:17]3[C:12](=[CH:13][C:14]([O:21][CH3:22])=[CH:15][CH:16]=3)[N:11]=2)[N:9]=1)([CH3:3])[CH3:2].C([O-])([O-])=O.[Cs+].[Cs+].[CH2:29]([O:31][C:32]([C:34]12[CH2:51][CH:50]1[CH:49]=[CH:48][CH2:47][CH2:46][CH2:45][CH2:44][N:43]([CH3:52])[C:42](=[O:53])[CH:41]1[CH:37]([CH2:38][CH:39](OS(C3C=CC(Br)=CC=3)(=O)=O)[CH2:40]1)[C:36](=[O:65])[NH:35]2)=[O:33])[CH3:30]>CN1C(=O)CCC1.C(Cl)(Cl)Cl>[CH2:29]([O:31][C:32]([C:34]12[CH2:51][CH:50]1[CH:49]=[CH:48][CH2:47][CH2:46][CH2:45][CH2:44][N:43]([CH3:52])[C:42](=[O:53])[CH:41]1[CH:37]([CH2:38][CH:39]([O:20][C:18]3[C:17]4[C:12](=[CH:13][C:14]([O:21][CH3:22])=[CH:15][CH:16]=4)[N:11]=[C:10]([C:8]4[N:9]=[C:5]([NH:4][CH:1]([CH3:3])[CH3:2])[S:6][CH:7]=4)[CH:19]=3)[CH2:40]1)[C:36](=[O:65])[NH:35]2)=[O:33])[CH3:30] |f:1.2.3|. Procedure: 2-(Isopropylamino-thiazol-4-yl)-7-methoxy-quinolin-4-ol (220 mg, 0.7 mmol) (prepared as described in WO 00/59929) was dissolved in 7 ml of NMP (N-methyl pyrrolidinone), one spoon of Cs2CO3 was added, stirred at 60° C. for 1.5 h. Then compound 108 (150 mg, 0.24 mmol) was added. The reaction mixture was stirred at 80° C. overnight. Was diluted with chloroform and washed with sodium bicarbonate, brine. Water phases were back-extracted with chloroform. The combined organic layers were dried over sod...